This data is from the Open Reaction Database (ORD), a public repository of structured organic reaction records. The task is: describe an organic reaction: reactants, conditions, products, and yield Starting materials: C(CCC)N (n-butylamine), OC1=C(C=C(C=C1)C=CC(CC(C)=O)=O)OC (6-(4-Hydroxy-3-methoxyphenyl)hex-5-ene-2,4-dione), B(=O)OB=O (boron trioxide), C(=O)(O)[O-].[Na+] (NaHCO3), ClC1=C(C=O)C=CC(=C1)O (2-chloro-4-hydroxybenzaldehyde), B(OCCCC)(OCCCC)OCCCC (tri-n-butyl borate), Cl (HCl). Run in C(C)(=O)OCC (ethyl acetate), [Cl-].[Na+].O (brine). Reaction conditions: time 1 hour. Yields the product ClC1=C(C=CC(=C1)O)\C=C\C(CC(\C=C\C1=CC(=C(C=C1)O)OC)=O)=O ((1E,6E)-1-(2-chloro-4-hydroxyphenyl)-7-(4-hydroxy-3-methoxyphenyl)hepta-1,6-diene-3,5-dione). Yield: 25.2%. RXN SMILES: [OH:1][C:2]1[CH:7]=[CH:6][C:5]([CH:8]=[CH:9][C:10](=[O:15])[CH2:11][C:12](=[O:14])[CH3:13])=[CH:4][C:3]=1[O:16][CH3:17].B(OB=O)=O.[Cl:23][C:24]1[CH:31]=[C:30]([OH:32])[CH:29]=[CH:28][C:25]=1[CH:26]=O.B(OCCCC)(OCCCC)OCCCC.C(N)CCC.Cl.C([O-])(O)=O.[Na+]>C(OCC)(=O)C.[Cl-].[Na+].O>[Cl:23][C:24]1[CH:31]=[C:30]([OH:32])[CH:29]=[CH:28][C:25]=1/[CH:26]=[CH:13]/[C:12](=[O:14])[CH2:11][C:10](=[O:15])/[CH:9]=[CH:8]/[C:5]1[CH:6]=[CH:7][C:2]([OH:1])=[C:3]([O:16][CH3:17])[CH:4]=1 |f:6.7,9.10.11|. Reported procedure: 6-(4-Hydroxy-3-methoxyphenyl)hex-5-ene-2,4-dione (20 mg, 85 μmol) and boron trioxide (11 mg, 0.16 mmol) was placed in a 20 mL reaction vessel, and dissolved in 0.4 mL of ethyl acetate. To the stirring mixture at 80° C. was added a solution of 2-chloro-4-hydroxybenzaldehyde (17 mg, 0.11 mmol) and tri-n-butyl borate (25 μL, 93 μmol), sequentially. After the reaction mixture was stirred for 2 h at the same temperature, n-butylamine (10 μL, 0.10 mmol) was added with additional stirring for 1 h. The ... Conditions: time 0.5 hour. Reactants: solution, Cl (hydrogen chloride), C1(CC1)CN1CCN(CC1)C(=O)OC(C)(C)C (tert-butyl 4-(cyclopropylmethyl)piperazine-1-carboxylate), ClC[C@@H]1OC1 ((R)-2-chloromethyl-oxirane), [OH-].[Na+] (sodium hydroxide). Procedure: Tert-butyl 4-(cyclopropylmethyl)piperazine-1-carboxylate 31a (2 g, 8.30 mmol) was dissolved in 40 mL of dichloromethane followed by the addition of 20 mL of a 4 M solution of hydrogen chloride in dioxane. The reaction solution was stirred for 0.5 hours. The reaction solution was concentrated under reduced pressure followed by the addition of 40 mL of dichloromethane and dropwise with 20 mL of triethylamine to adjust pH to 10 to 11. The resulting solution was concentrated under reduced pressure. ... As a reaction SMILES: [CH:1]1([CH2:4][N:5]2[CH2:10][CH2:9][N:8]([C:11](OC(C)(C)C)=O)[CH2:7][CH2:6]2)[CH2:3][CH2:2]1.Cl.ClC[C@H:21]1[CH2:23][O:22]1.[OH-].[Na+]>ClCCl.O1CCOCC1>[CH:1]1([CH2:4][N:5]2[CH2:6][CH2:7][N:8]([CH2:11][C@@H:21]3[CH2:23][O:22]3)[CH2:9][CH2:10]2)[CH2:2][CH2:3]1 |f:3.4|. Yield: 55.9%. Yields the product C1(CC1)CN1CCN(CC1)C[C@H]1OC1 (1-(cyclopropylmethyl)-4-[[(2R)-oxiran-2-yl]methyl]piperazine). The solvent is O1CCOCC1 (dioxane), ClCCl (dichloromethane). Reactants: N([C@@H](CC1=CC=C(C=C1)O)C(=O)N[C@H](C)C(=O)N[C@@H](CC1=CC=CC=C1)C(=O)N[C@@H](CCSC)C(=O)NCCO)C(=O)OC(C)(C)C (Boc-Tyr-DAla-Phe-Met-NHCH2CH2OH), Cl (HCl), C1(=CC=CC=C1)OC (anisole). Solvent: CCOC(=O)C (EtOAc). Product: N[C@@H](CC1=CC=C(C=C1)O)C(=O)N[C@H](C)C(=O)N[C@@H](CC1=CC=CC=C1)C(=O)N[C@@H](CCSC)C(=O)NCCO.Cl (H-Tyr-DAla-Phe-Met-NHCH2CH2OH.HCl). RXN SMILES: [NH:1](C(OC(C)(C)C)=O)[C@H:2]([C:11]([NH:13][C@@H:14]([C:16]([NH:18][C@H:19]([C:27]([NH:29][C@H:30]([C:35]([NH:37][CH2:38][CH2:39][OH:40])=[O:36])[CH2:31][CH2:32][S:33][CH3:34])=[O:28])[CH2:20][C:21]1[CH:26]=[CH:25][CH:24]=[CH:23][CH:22]=1)=[O:17])[CH3:15])=[O:12])[CH2:3][C:4]1[CH:9]=[CH:8][C:7]([OH:10])=[CH:6][CH:5]=1.[ClH:48].C1(OC)C=CC=CC=1>CCOC(C)=O>[NH2:1][C@H:2]([C:11]([NH:13][C@@H:14]([C:16]([NH:18][C@H:19]([C:27]([NH:29][C@H:30]([C:35]([NH:37][CH2:38][CH2:39][OH:40])=[O:36])[CH2:31][CH2:32][S:33][CH3:34])=[O:28])[CH2:20][C:21]1[CH:22]=[CH:23][CH:24]=[CH:25][CH:26]=1)=[O:17])[CH3:15])=[O:12])[CH2:3][C:4]1[CH:9]=[CH:8][C:7]([OH:10])=[CH:6][CH:5]=1.[ClH:48] |f:4.5|. Procedure details: Boc-Tyr-DAla-Phe-Met-NHCH2CH2OH (2.0 g) was treated with HCl, anisole, EtOAc as in Step B to give H-Tyr-DAla-Phe-Met-NHCH2CH2OH.HCl which was chromatographed on Amberlite XAD-2 as in Step E to give 1.23 g (64%) of H-Tyr-DAla-Phe-Met-NHCH2CH2OH.HOAc, m.p. 200°-203° C., [α]D26 =10.21° (c, 1.01 in methanol). Starting materials: two, N(=[N+]=[N-])CCCC(C)(C)C1=C(N2C([C@@H]([C@H]2O1)[C@H](C)OC(=O)OCC1=CC=C(C=C1)[N+](=O)[O-])=O)C(=O)OCC1=CC=C(C=C1)[N+](=O)[O-] (p-nitrobenzyl (5R,6R)-3-[4-azido-1,1-dimethylbutyl]-6-[(S)-1-p-nitrobenzyloxycarbonyloxyethyl]-7-oxo-4-oxa-1-azabicyclo[3.2.0]hept-2-ene-2-carboxylate), [H][H] (hydrogen). Reagents/catalysts: [Pd] (palladium on carbon). Solvent: C(C)(=O)OCC (ethyl acetate), C(C)(=O)OCC (ethyl acetate), O (water). Conditions: time 20 minute. The product is NCCCC(C)(C)C1=C(N2C([C@@H]([C@H]2O1)[C@H](C)O)=O)C(=O)O ((5R,6R)-3-[4-amino-1,1-dimethylbutyl]-6-[(S)-1-hydroxyethyl]-7-oxo-4-oxa-1-azabicyclo[3.2.0]hept-2-ene-2-carboxylic acid). Yield: 74.7%. Reaction SMILES: [N:1]([CH2:4][CH2:5][CH2:6][C:7]([C:10]1[O:16][C@H:15]2[N:12]([C:13](=[O:33])[C@@H:14]2[C@@H:17]([O:19]C(OCC2C=CC([N+]([O-])=O)=CC=2)=O)[CH3:18])[C:11]=1[C:34]([O:36]CC1C=CC([N+]([O-])=O)=CC=1)=[O:35])([CH3:9])[CH3:8])=[N+]=[N-].[H][H]>[Pd].C(OCC)(=O)C.O>[NH2:1][CH2:4][CH2:5][CH2:6][C:7]([C:10]1[O:16][C@H:15]2[N:12]([C:13](=[O:33])[C@@H:14]2[C@@H:17]([OH:19])[CH3:18])[C:11]=1[C:34]([OH:36])=[O:35])([CH3:8])[CH3:9]. Reported procedure: In a 100 ml two necked flask fitted with a magnetic stirrer, a rubber septum and connected to a hydrogenation apparatus palladium on carbon catalyst (10%, 300 mg) in ethyl acetate (13 ml) and water (13 ml) was prehydrogenated for 20 min at 0° C. A solution of p-nitrobenzyl (5R,6R)-3-[4-azido-1,1-dimethylbutyl]-6-[(S)-1-p-nitrobenzyloxycarbonyloxyethyl]-7-oxo-4-oxa-1-azabicyclo[3.2.0]hept-2-ene-2-carboxylate (280 mg, 0.44 mmol) in ethyl acetate (10 ml) was then added with a syringe at 0° C. with ... The reactants are COC(=O)c1ccc(Br)c(O)c1, CCO, OB(O)c1ccc(F)cc1, [Na+], [Na+], O=C([O-])[O-], Cc1ccccc1, c1ccc(P(c2ccccc2)(c2ccccc2)[Pd](P(c2ccccc2)(c2ccccc2)c2ccccc2)(P(c2ccccc2)(c2ccccc2)c2ccccc2)P(c2ccccc2)(c2ccccc2)c2ccccc2)cc1. The product is COC(=O)c1ccc(-c2ccc(F)cc2)c(O)c1. RXN SMILES: [Br:1][c:2]1[c:3]([OH:12])[cH:4][c:5]([C:6](=[O:7])[O:8][CH3:9])[cH:10][cH:11]1.[CH2:36]([OH:37])[CH3:38].[F:13][c:14]1[cH:15][cH:16][c:17]([B:20]([OH:21])[OH:22])[cH:18][cH:19]1.[Na+:23].[Na+:24].[O-:25][C:26](=[O:27])[O-:28].[c:29]1([CH3:30])[cH:31][cH:32][cH:33][cH:34][cH:35]1.[cH:39]1[cH:40][cH:41][c:42]([P:43]([Pd:44]([P:45]([c:46]2[cH:47][cH:48][cH:49][cH:50][cH:51]2)([c:52]2[cH:53][cH:54][cH:55][cH:56][cH:57]2)[c:58]2[cH:59][cH:60][cH:61][cH:62][cH:63]2)([P:64]([c:65]2[cH:66][cH:67][cH:68][cH:69][cH:70]2)([c:71]2[cH:72][cH:73][cH:74][cH:75][cH:76]2)[c:77]2[cH:78][cH:79][cH:80][cH:81][cH:82]2)[P:83]([c:84]2[cH:85][cH:86][cH:87][cH:88][cH:89]2)([c:90]2[cH:91][cH:92][cH:93][cH:94][cH:95]2)[c:96]2[cH:97][cH:98][cH:99][cH:100][cH:101]2)([c:102]2[cH:103][cH:104][cH:105][cH:106][cH:107]2)[c:108]2[cH:109][cH:110][cH:111][cH:112][cH:113]2)[cH:114][cH:115]1>>[c:2]1(-[c:17]2[cH:16][cH:15][c:14]([F:13])[cH:19][cH:18]2)[c:3]([OH:12])[cH:4][c:5]([C:6](=[O:7])[O:8][CH3:9])[cH:10][cH:11]1. The reactants are BrC1=CC=C(C=C1)C=1N=NNN1 (5-(4-Bromophenyl)-2H-tetrazole), S(O)(O)(=O)=O (sulfuric acid), C(C)(C)(C)O (t-butanol). Run in FC(C(=O)O)(F)F (trifluoroacetic acid). Yields the product BrC1=CC=C(C=C1)C=1N=NN(N1)C(C)(C)C (5-(4-bromophenyl)-2-(1,1-dimethylethyl)-2H-tetrazole). Yield: 70.9%. As a reaction SMILES: [Br:1][C:2]1[CH:7]=[CH:6][C:5]([C:8]2[N:9]=[N:10][NH:11][N:12]=2)=[CH:4][CH:3]=1.[C:13](O)([CH3:16])([CH3:15])[CH3:14].S(=O)(=O)(O)O>FC(F)(F)C(O)=O>[Br:1][C:2]1[CH:7]=[CH:6][C:5]([C:8]2[N:9]=[N:10][N:11]([C:13]([CH3:16])([CH3:15])[CH3:14])[N:12]=2)=[CH:4][CH:3]=1. Reported procedure: 5-(4-Bromophenyl)-2H-tetrazole (19.0 g. 81.9 mmol), t-butanol (12.1 g. 164 mmol). trifluoroacetic acid (80 mL) and concentrated sulfuric acid (4.6 g, 41 mmol) were stirred at ambient temperature for 24 hours. The mixture was concentrated and dissolved in ethyl acetate (200 mL). After washing with water (3×25 mL), 1M NAOH (3×25 mL) and brine (25 mL) the organic layer was dried (Na2SO4), filtered and concentrated. The oil was purified by chromatography on a Waters Prep 500 liquid chromatograph fit... Reactants: NC1=CC(=NC=C1[N+](=O)[O-])OC=1C=C(C(=O)OC)C=CC1 (Methyl 3-[(4-amino-5-nitro-2-pyridinyl)oxy]benzoate). Reagents/catalysts: [Pd] (palladium on carbon). Run in CO (MeOH). Run at time 36 hour. The product is NC1=CC(=NC=C1N)OC=1C=C(C(=O)OC)C=CC1 (Methyl 3-[(4,5-diamino-2-pyridinyl)oxy]benzoate). RXN SMILES: [NH2:1][C:2]1[C:7]([N+:8]([O-])=O)=[CH:6][N:5]=[C:4]([O:11][C:12]2[CH:13]=[C:14]([CH:19]=[CH:20][CH:21]=2)[C:15]([O:17][CH3:18])=[O:16])[CH:3]=1>CO.[Pd]>[NH2:1][C:2]1[C:7]([NH2:8])=[CH:6][N:5]=[C:4]([O:11][C:12]2[CH:13]=[C:14]([CH:19]=[CH:20][CH:21]=2)[C:15]([O:17][CH3:18])=[O:16])[CH:3]=1. Reported procedure: To a solution of the product of Step 2 in MeOH (180 mL) and EtOAC (50 mL), was added 10% palladium on carbon (280 mg). This mixture was then stirred under hydrogen atmosphere for 36 h. The reaction mixture was filtered and then concentrated to afford the title compound, which was used directly to next step without further purification. MS (ES+) m/e 260 [M+H]+.